This data is from the Open Reaction Database (ORD), a public repository of structured organic reaction records. The task is: describe an organic reaction: reactants, conditions, products, and yield Reaction SMILES: [CH3:19][CH2:20][OH:21].[ClH:18].[OH:1][CH2:2][CH2:3][n:4]1[c:5](=[O:17])[n:6]([C:14]([CH3:15])=[CH2:16])[c:7]2[c:8]1[cH:9][cH:10][c:11]([CH3:13])[cH:12]2>>[OH:1][CH2:2][CH2:3][n:4]1[c:5](=[O:17])[nH:6][c:7]2[c:8]1[cH:9][cH:10][c:11]([CH3:13])[cH:12]2. Starting materials: CCO, Cl, C=C(C)n1c(=O)n(CCO)c2ccc(C)cc21. The product is Cc1ccc2c(c1)[nH]c(=O)n2CCO. Starting materials: CC1(OC(=CC1=O)\C=C\C1=CSC=C1)C1=CC=CC=C1 ((E)-2-methyl-2-phenyl-5-[2-(3-thienyl)ethenyl]-3(2H)-furanone), C(CCCCS)S (1,5-pentanedithiol). Product: SCCCCCSC(CC1=CC(C(O1)(C1=CC=CC=C1)C)=O)C1=CSC=C1 (5-[2-[(5-mercaptopentyl)thio]-2-(3-thienyl)ethyl]-2-methyl-2-phenylfuran-3(2H)-one). As a reaction SMILES: [CH3:1][C:2]1([C:15]2[CH:20]=[CH:19][CH:18]=[CH:17][CH:16]=2)[C:6](=[O:7])[CH:5]=[C:4](/[CH:8]=[CH:9]/[C:10]2[CH:14]=[CH:13][S:12][CH:11]=2)[O:3]1.[CH2:21]([SH:27])[CH2:22][CH2:23][CH2:24][CH2:25][SH:26]>>[SH:26][CH2:25][CH2:24][CH2:23][CH2:22][CH2:21][S:27][CH:9]([C:10]1[CH:14]=[CH:13][S:12][CH:11]=1)[CH2:8][C:4]1[O:3][C:2]([CH3:1])([C:15]2[CH:20]=[CH:19][CH:18]=[CH:17][CH:16]=2)[C:6](=[O:7])[CH:5]=1. Procedure details: According to the procedure of Method A, Example 1, (E)-2-methyl-2-phenyl-5-[2-(3-thienyl)ethenyl]-3(2H)-furanone was reacted with 1,5-pentanedithiol to provide 5-[2-[(5-mercaptopentyl)thio]-2-(3-thienyl)ethyl]-2-methyl-2-phenylfuran-3(2H)-one: 1H NMR (CDCL3) δ1.32 (m, 1H), 1.40-1.75 (m, 6H) and 1.65 and 1.68 (singlets, 3H), 2.33-2.45 (m, 2H), 2.45-2.60 (m, 2H), 3.06-3.25 (m, 2H), 4.40 (m, 1H), 5.37 and 5.39 (singlets, 1H), 7.05-7.18 (m, 2H), 7.25-7.43 (m, 6H); MS (HR-FAB) m/z 419.1180 (M+H calcd... Starting materials: NC=1SC=CC1C#N (2-aminothiophene-3-carbonitrile), CCOC(=O)CC#N (ethyl cyano acetate). Yields the product NC=1SC=CC1C(=O)OCC (Ethyl 2-aminothiophene-3-carboxylate). RXN SMILES: N[C:2]1[S:3]C=C[C:6]=1C#N.[CH3:9][CH2:10][O:11][C:12]([CH2:14][C:15]#[N:16])=[O:13]>>[NH2:16][C:15]1[S:3][CH:2]=[CH:6][C:14]=1[C:12]([O:11][CH2:10][CH3:9])=[O:13]. Procedure details: The same procedure as 2-aminothiophene-3-carbonitrile was used except replacing malononitrile with ethyl cyano acetate. 1H-NMR (CDCl3, 400 MHz): 6.95, 6.15, 4.26, 1.32. Starting materials: NCCN1CCOCC1 (4-(2-aminoethyl)morpholine), Cl.CN(CCCN=C=NCC)C (1-(3-dimethylaminopropyl)-3-ethylcarbodiimide hydrochloride), ClC1=C2C(=NN=C1C1=CC=CC=C1)N(N=C2C2=CC=CC=C2)CC(=O)O (2-(4-chloro-3,5-diphenyl-1H-pyrazolo[3,4-c]pyridazin-1-yl)acetic acid). The solvent is CCOC(=O)C (EtOAc), CN(C)C=O (DMF). Reaction conditions: time 18 hour. Yields the product ClC1=C2C(=NN=C1C1=CC=CC=C1)N(N=C2C2=CC=CC=C2)CC(=O)NCCN2CCOCC2 (2-(4-chloro-3,5-diphenyl-1H-pyrazolo[3,4-c]pyridazin-1-yl)-N-(2-morpholinoethyl)acetamide). Yield: 13.1%. RXN SMILES: [Cl:1][C:2]1[C:7]([C:8]2[CH:13]=[CH:12][CH:11]=[CH:10][CH:9]=2)=[N:6][N:5]=[C:4]2[N:14]([CH2:23][C:24]([OH:26])=O)[N:15]=[C:16]([C:17]3[CH:22]=[CH:21][CH:20]=[CH:19][CH:18]=3)[C:3]=12.[NH2:27][CH2:28][CH2:29][N:30]1[CH2:35][CH2:34][O:33][CH2:32][CH2:31]1.Cl.CN(C)CCCN=C=NCC>CN(C=O)C.CCOC(C)=O>[Cl:1][C:2]1[C:7]([C:8]2[CH:9]=[CH:10][CH:11]=[CH:12][CH:13]=2)=[N:6][N:5]=[C:4]2[N:14]([CH2:23][C:24]([NH:27][CH2:28][CH2:29][N:30]3[CH2:35][CH2:34][O:33][CH2:32][CH2:31]3)=[O:26])[N:15]=[C:16]([C:17]3[CH:22]=[CH:21][CH:20]=[CH:19][CH:18]=3)[C:3]=12 |f:2.3|. Procedure: To a suspension of 2-(4-chloro-3,5-diphenyl-1H-pyrazolo[3,4-c]pyridazin-1-yl)acetic acid (60 mg, 0.16 mmol) in DMF (1 mL) were added 4-(2-aminoethyl)morpholine (32 mg, 0.25 mmol) and 1-(3-dimethylaminopropyl)-3-ethylcarbodiimide hydrochloride (EDC. HCl) (38 mg, 0.20 mmol). The solution obtained was stirred at room temperature for 18 h then diluted with EtOAc. The organic phase was washed with water and brine, dried (MgSO4) and concentrated in vacuo. The resultant residue was purified using chrom... Reactants: CCCNCc1cc(Oc2cccc(N(C(=O)OCc3ccccc3)C3CCCCC3)c2)ccc1[N+](=O)[O-], CO, c1ccsc1. The product is CCCNCc1cc(Oc2cccc(N(C(=O)OCc3ccccc3)C3CCCCC3)c2)ccc1N. Reaction SMILES: [CH2:1]([c:2]1[cH:3][cH:4][cH:5][cH:6][cH:7]1)[O:8][C:9]([N:10]([c:11]1[cH:12][c:13]([O:17][c:18]2[cH:19][c:20]([CH2:27][NH:28][CH2:29][CH2:30][CH3:31])[c:21]([N+:24]([O-:25])=[O:26])[cH:22][cH:23]2)[cH:14][cH:15][cH:16]1)[CH:32]1[CH2:33][CH2:34][CH2:35][CH2:36][CH2:37]1)=[O:38].[CH3:44][OH:45].[cH:39]1[cH:40][s:41][cH:42][cH:43]1>>[CH2:1]([c:2]1[cH:3][cH:4][cH:5][cH:6][cH:7]1)[O:8][C:9]([N:10]([c:11]1[cH:12][c:13]([O:17][c:18]2[cH:19][c:20]([CH2:27][NH:28][CH2:29][CH2:30][CH3:31])[c:21]([NH2:24])[cH:22][cH:23]2)[cH:14][cH:15][cH:16]1)[CH:32]1[CH2:33][CH2:34][CH2:35][CH2:36][CH2:37]1)=[O:38]. Run at temperature 0 celsius, time 1 hour. Reaction SMILES: C[O:2][C:3](=[O:40])[C@@H:4]([NH:22][C:23]([C:25]1[CH:26]=[C:27]([C:32]2[CH:37]=[CH:36][C:35]([F:38])=[C:34]([Cl:39])[CH:33]=2)[CH:28]=[CH:29][C:30]=1[OH:31])=[O:24])[CH2:5][C:6]1[CH:11]=[CH:10][C:9]([C:12]2[CH:17]=[CH:16][CH:15]=[C:14]([C:18]([F:21])([F:20])[F:19])[CH:13]=2)=[CH:8][CH:7]=1.[Li+].[OH-].C(OCC)(=O)C.Cl>C1COCC1.CO>[Cl:39][C:34]1[CH:33]=[C:32]([C:27]2[CH:28]=[CH:29][C:30]([OH:31])=[C:25]([C:23]([NH:22][C@@H:4]([CH2:5][C:6]3[CH:11]=[CH:10][C:9]([C:12]4[CH:17]=[CH:16][CH:15]=[C:14]([C:18]([F:21])([F:19])[F:20])[CH:13]=4)=[CH:8][CH:7]=3)[C:3]([OH:40])=[O:2])=[O:24])[CH:26]=2)[CH:37]=[CH:36][C:35]=1[F:38] |f:1.2,5.6|. Isolated yield 96.5%. Run in C1CCOC1.CO (THF MeOH). Product: ClC=1C=C(C=CC1F)C1=CC(=C(C=C1)O)C(=O)N[C@H](C(=O)O)CC1=CC=C(C=C1)C1=CC(=CC=C1)C(F)(F)F (2-(S)-[(3′-chloro-4′-fluoro-4-hydroxy-biphenyl-3-carbonyl)-amino]-3-(3′-trifluoromethyl-biphenyl-4-yl)-propionic acid). Reported procedure: 2-(S)-[(3′-Chloro-4′-fluoro-4-hydroxy-biphenyl-3-carbonyl)-amino]-3-(3′-trifluoromethyl-biphenyl-4-yl)-propionic acid methyl ester (3.0 g, 5.2 mmol) was dissolved in 100 mL of THF-methanol (4-1), cooled to 0° C. and 20 mL 2N LiOH added. The reaction was stirred at 0° C. for 1 hour. Ethyl acetate (100 mL) and 1N HCl (100 mL) were added to the mixture and the organic washed with brine, dried and evaporated to give 2-(S)-[(3′-chloro-4′-fluoro-4-hydroxy-biphenyl-3-carbonyl)-amino]-3-(3′-trifluoromet... Reactants: COC([C@H](CC1=CC=C(C=C1)C1=CC(=CC=C1)C(F)(F)F)NC(=O)C=1C=C(C=CC1O)C1=CC(=C(C=C1)F)Cl)=O (2-(S)-[(3′-Chloro-4′-fluoro-4-hydroxy-biphenyl-3-carbonyl)-amino]-3-(3′-trifluoromethyl-biphenyl-4-yl)-propionic acid methyl ester), C(C)(=O)OCC (Ethyl acetate), Cl (HCl), [Li+].[OH-] (LiOH). The reactants are [F-].[Cs+] (cesium fluoride), COC(=O)C1(CC2=CC=CC=C2C1)NC(=O)C=1C=C(C(=CC1)OC)C1=CC(=CC=C1)C(C)C (2-[(3′-isopropyl-6-methoxy-biphenyl-3-carbonyl)-amino]-indane-2-carboxylic acid methyl ester), [OH-].[Li+] (lithium hydroxide), COC(=O)C1(CC2=CC=CC=C2C1)NC(C1=CC(=C(C=C1)OC)Br)=O (2-(3-Bromo-4-methoxy-benzoylamino)-indane-2-carboxylic acid methyl ester), C(C)(C)C=1C=C(C=CC1)B(O)O (3-isopropylphenylboronic acid). The reagents and catalysts are C=1C=CC(=CC1)[P](C=2C=CC=CC2)(C=3C=CC=CC3)[Pd]([P](C=4C=CC=CC4)(C=5C=CC=CC5)C=6C=CC=CC6)([P](C=7C=CC=CC7)(C=8C=CC=CC8)C=9C=CC=CC9)[P](C=1C=CC=CC1)(C=1C=CC=CC1)C=1C=CC=CC1 (tetrakis(triphenylphosphine)palladium(0)). Run in C1(=CC=CC=C1)C (toluene), mixture, C1CCOC1 (THF), O (water), CN(C)C=O (DMF). Conditions: temperature 100 celsius, time 8 hour. Product: C(C)(C)C=1C=C(C=CC1)C1=CC(=CC=C1OC)C(=O)NC1(CC2=CC=CC=C2C1)C(=O)O (2-[(3′-Isopropyl-6-methoxy-biphenyl-3-carbonyl)-amino]-indane-2-carboxylic acid). As a reaction SMILES: COC(C1(NC(=O)C2C=CC(OC)=C(Br)C=2)CC2C(=CC=CC=2)C1)=O.C(C1C=C(B(O)O)C=CC=1)(C)C.[F-].[Cs+].C[O:41][C:42]([C:44]1([NH:53][C:54]([C:56]2[CH:57]=[C:58]([C:64]3[CH:69]=[CH:68][CH:67]=[C:66]([CH:70]([CH3:72])[CH3:71])[CH:65]=3)[C:59]([O:62][CH3:63])=[CH:60][CH:61]=2)=[O:55])[CH2:52][C:51]2[C:46](=[CH:47][CH:48]=[CH:49][CH:50]=2)[CH2:45]1)=[O:43].[OH-].[Li+]>CN(C=O)C.C1COCC1.O.C1C=CC([P]([Pd]([P](C2C=CC=CC=2)(C2C=CC=CC=2)C2C=CC=CC=2)([P](C2C=CC=CC=2)(C2C=CC=CC=2)C2C=CC=CC=2)[P](C2C=CC=CC=2)(C2C=CC=CC=2)C2C=CC=CC=2)(C2C=CC=CC=2)C2C=CC=CC=2)=CC=1.C1(C)C=CC=CC=1>[CH:70]([C:66]1[CH:65]=[C:64]([C:58]2[C:59]([O:62][CH3:63])=[CH:60][CH:61]=[C:56]([C:54]([NH:53][C:44]3([C:42]([OH:43])=[O:41])[CH2:52][C:51]4[C:46](=[CH:47][CH:48]=[CH:49][CH:50]=4)[CH2:45]3)=[O:55])[CH:57]=2)[CH:69]=[CH:68][CH:67]=1)([CH3:72])[CH3:71] |f:2.3,5.6,^1:89,91,110,129|. Procedure: 250 mg (0.62 mmol) of the compound of example 194, step 1, and 152.1 mg (0.93 mmol) of 3-isopropylphenylboronic acid were dissolved in 5 ml of DMF and 5 ml of toluene under an argon atmosphere. 187.9 mg (1.24 mmol) of cesium fluoride and 35.73 mg (0.05 mmol) of tetrakis(triphenylphosphine)palladium(0) were added, and the mixture was stirred overnight at 100° C. After cooling, the mixture was filtered and the solvent was evaporated. The obtained 2-[(3′-isopropyl-6-methoxy-biphenyl-3-carbonyl)-ami...